This data is from the Open Reaction Database (ORD), a public repository of structured organic reaction records. The task is: describe an organic reaction: reactants, conditions, products, and yield Reactants: CS(C)=O, Clc1ccc2nc(Cl)sc2c1, Cl, [K+], [K+], Nc1cc(Cl)c(O)c(Cl)c1, O=C([O-])[O-], O. The product is Nc1cc(Cl)c(Oc2nc3ccc(Cl)cc3s2)c(Cl)c1. RXN SMILES: [CH3:29][S:30]([CH3:31])=[O:32].[Cl:11][c:12]1[s:13][c:14]2[c:15]([n:16]1)[cH:17][cH:18][c:19]([Cl:21])[cH:20]2.[ClH:28].[K+:22].[K+:23].[NH2:1][c:2]1[cH:3][c:4]([Cl:10])[c:5]([OH:9])[c:6]([Cl:8])[cH:7]1.[O-:24][C:25]([O-:26])=[O:27].[OH2:33]>>[NH2:1][c:2]1[cH:3][c:4]([Cl:10])[c:5]([O:9][c:12]2[s:13][c:14]3[c:15]([n:16]2)[cH:17][cH:18][c:19]([Cl:21])[cH:20]3)[c:6]([Cl:8])[cH:7]1.